Dataset: the Open Reaction Database (ORD), a public repository of structured organic reaction records. Task: describe an organic reaction: reactants, conditions, products, and yield Product: FCCCNC1=C(C(=O)N)C=CC(=C1)N1C2=CC=CC=C2C=2C(=CC=CC12)C=1C=NC2=CC=CC=C2C1 (2-(3-fluoropropylamino)-4-[4-(quinolin-3-yl)-9H-carbazol-9-yl]benzamide). Reaction SMILES: F[C:2]1[CH:9]=[C:8]([N:10]2[C:22]3[CH:21]=[CH:20][CH:19]=[C:18]([C:23]4[CH:24]=[N:25][C:26]5[C:31]([CH:32]=4)=[CH:30][CH:29]=[CH:28][CH:27]=5)[C:17]=3[C:16]3[C:11]2=[CH:12][CH:13]=[CH:14][CH:15]=3)[CH:7]=[CH:6][C:3]=1[C:4]#[N:5].C(=O)([O-])[O-:34].[K+].[K+].Cl.[F:40][CH2:41][CH2:42][CH2:43][NH2:44].[OH-].[Na+].OO>CS(C)=O.C(O)C.C(N(CC)CC)C>[F:40][CH2:41][CH2:42][CH2:43][NH:44][C:2]1[CH:9]=[C:8]([N:10]2[C:22]3[CH:21]=[CH:20][CH:19]=[C:18]([C:23]4[CH:24]=[N:25][C:26]5[C:31]([CH:32]=4)=[CH:30][CH:29]=[CH:28][CH:27]=5)[C:17]=3[C:16]3[C:11]2=[CH:12][CH:13]=[CH:14][CH:15]=3)[CH:7]=[CH:6][C:3]=1[C:4]([NH2:5])=[O:34] |f:1.2.3,4.5,6.7|. Procedure: The process is carried out as in stage 3 of Example 3, but using 196.8 mg of 2-fluoro-4-[4-(quinolin-3-yl)-9H-carbazol-9-yl]benzonitrile, obtained according to stage 1 of Example 32, 197.3 mg of potassium carbonate, 1.081 g of 3-fluoropropylamine hydrochloride and 0.963 g of triethylamine in 2 ml of dimethyl sulphoxide. 0.904 ml of a 1M aqueous solution of sodium hydroxide, 0.875 ml of a 30% aqueous solution of hydrogen peroxide and 4 ml of ethanol are then added to the reaction medium. After tr... Starting materials: FC1=C(C#N)C=CC(=C1)N1C2=CC=CC=C2C=2C(=CC=CC12)C=1C=NC2=CC=CC=C2C1 (2-fluoro-4-[4-(quinolin-3-yl)-9H-carbazol-9-yl]benzonitrile), aqueous solution, [OH-].[Na+] (sodium hydroxide), aqueous solution, OO (hydrogen peroxide), C([O-])([O-])=O.[K+].[K+] (potassium carbonate), Cl.FCCCN (3-fluoropropylamine hydrochloride). Run in CS(=O)C (dimethyl sulphoxide), C(C)N(CC)CC (triethylamine), C(C)O (ethanol). Starting materials: COc1ccc(OC)c(CO)c1, ClCCl, O=S(Cl)Cl. Reaction SMILES: [CH3:1][O:2][c:3]1[c:4]([CH2:5][OH:6])[cH:7][c:8]([O:11][CH3:12])[cH:9][cH:10]1.[Cl:17][CH2:18][Cl:19].[S:13]([Cl:14])([Cl:15])=[O:16]>>[CH3:1][O:2][c:3]1[c:4]([CH2:5][Cl:15])[cH:7][c:8]([O:11][CH3:12])[cH:9][cH:10]1. Product: COc1ccc(OC)c(CCl)c1.